Dataset: the Open Reaction Database (ORD), a public repository of structured organic reaction records. Task: describe an organic reaction: reactants, conditions, products, and yield The reactants are O (water), ClC1=CCCCC1 (1-chloro-1-cyclohexene), [Li] (lithium), C(C)OC(CCN(C)C)=O (ethyl-3-(N,N-dimethylamino)propionate). Run in C(C)OCC (diethyl ether). Run at time 8 hour. Yields the product CN(C)CCC(O)(C1=CCCCC1)C1=CCCCC1 ((dimethylaminoethyl)bis(1-cyclohexenyl)-methanol). RXN SMILES: Cl[C:2]1[CH2:7][CH2:6][CH2:5][CH2:4][CH:3]=1.[Li].C(O[C:12](=[O:18])[CH2:13][CH2:14][N:15]([CH3:17])[CH3:16])C.O>C(OCC)C>[CH3:17][N:15]([CH2:14][CH2:13][C:12]([C:2]1[CH2:7][CH2:6][CH2:5][CH2:4][CH:3]=1)([C:2]1[CH2:7][CH2:6][CH2:5][CH2:4][CH:3]=1)[OH:18])[CH3:16] |^1:7|. Procedure: 1-chloro-1-cyclohexene (5.8 g; 0.049 mol) was added to lithium (1.1 g; 0.049 mol) in diethyl ether (50 ml) in a single portion. After stirring overnight at room temperature, stirring was continued for 7 more hours with reflux. After cooling, ethyl-3-(N,N-dimethylamino)propionate (3.0 g; 0.021 mol) was added and as a result of the exothermic reaction refluxing occurred. After cooling to room temperature and stirring for another 30 minutes 100 ml of water was added. The water layer was separated o... Reactants: ClC1=C(C(=NC2=CC(=CC(=C12)F)F)C1=NC=CC=C1)C (4-chloro-5,7-difluoro-3-methyl-2-(pyridin-2-yl)quinoline), NC1=CC(=C(C#N)C=C1I)N1CCOCC1 (4-amino-5-iodo-2-morpholinobenzonitrile), [H-].[Na+] (sodium hydride), oil, C([O-])([O-])=O.[Na+].[Na+] (sodium carbonate). The solvent is CN(C)C=O (DMF). Run at temperature 0 celsius, time 15 minute. Product: FC1=C2C(=C(C(=NC2=CC(=C1)F)C1=NC=CC=C1)C)NC1=CC(=C(C#N)C=C1I)N1CCOCC1 (4-(5,7-difluoro-3-methyl-2-(pyridin-2-yl)quinolin-4-ylamino)-5-iodo-2-morpholinobenzonitrile). As a reaction SMILES: [NH2:1][C:2]1[C:9]([I:10])=[CH:8][C:5]([C:6]#[N:7])=[C:4]([N:11]2[CH2:16][CH2:15][O:14][CH2:13][CH2:12]2)[CH:3]=1.[H-].[Na+].Cl[C:20]1[C:29]2[C:24](=[CH:25][C:26]([F:31])=[CH:27][C:28]=2[F:30])[N:23]=[C:22]([C:32]2[CH:37]=[CH:36][CH:35]=[CH:34][N:33]=2)[C:21]=1[CH3:38].C(=O)([O-])[O-].[Na+].[Na+]>CN(C=O)C>[F:30][C:28]1[CH:27]=[C:26]([F:31])[CH:25]=[C:24]2[C:29]=1[C:20]([NH:1][C:2]1[C:9]([I:10])=[CH:8][C:5]([C:6]#[N:7])=[C:4]([N:11]3[CH2:16][CH2:15][O:14][CH2:13][CH2:12]3)[CH:3]=1)=[C:21]([CH3:38])[C:22]([C:32]1[CH:37]=[CH:36][CH:35]=[CH:34][N:33]=1)=[N:23]2 |f:1.2,4.5.6|. Reported procedure: A dry flask containing 4-amino-5-iodo-2-morpholinobenzonitrile (140 mg, 0.42 mmol) in dry DMF (3.0 mL) was cooled to 0° C., then sodium hydride, 60% dispersion in mineral oil (34.7 mg, 0.87 mmol) was added carefully in portions. The mixture was stirred at 0° C. for 15 minutes, then 4-chloro-5,7-difluoro-3-methyl-2-(pyridin-2-yl)quinoline (185 mg, 0.64 mmol) was added in portions. Upon complete addition, the mixture was warmed to 60° C. After 2.5 h, the reaction was cooled to rt then was carefull... Reactants: C[Si](C)(C)[N-][Si](C)(C)C.[Na+] (NaHMDS), Solution A, ClC1=CC(=C(C=C1)C(CCC1=CC=CC=C1)=O)NC1=NC(=CC=C1)N1C(=CC=C1C)C (1-{4-chloro-2-[6-(2,5-dimethyl-pyrrol-1-yl)-pyridin-2-ylamino]-phenyl}-3-phenyl-propan-1-one), C1CCOC1 (THF). Reagents/catalysts: CN(C)C=O (DMF). Solvent: CCOC(=O)C.O (EtOAc H2O). Run at time 12 hour. The product is C(C1=CC=CC=C1)C1=C(N(C2=CC(=CC=C2C1=O)Cl)C1=NC(=CC=C1)N1C(=CC=C1C)C)C=1OC=CN1 (3-benzyl-7-chloro-1-[6-(2,5-dimethyl-pyrrol-1-yl)-pyridin-2-yl]-2-oxazol-2-yl-1H-quinolin-4-one). As a reaction SMILES: [Cl:1][C:2]1[CH:7]=[CH:6][C:5]([C:8](=[O:17])[CH2:9][CH2:10][C:11]2[CH:16]=[CH:15][CH:14]=[CH:13][CH:12]=2)=[C:4]([NH:18][C:19]2[CH:24]=[CH:23][CH:22]=[C:21]([N:25]3[C:29]([CH3:30])=[CH:28][CH:27]=[C:26]3[CH3:31])[N:20]=2)[CH:3]=1.C[Si]([N-:36][Si](C)(C)C)(C)C.[Na+].[CH2:42]1[CH2:46][O:45][CH2:44][CH2:43]1>CN(C=O)C.CCOC(C)=O.O>[CH2:10]([C:9]1[C:8](=[O:17])[C:5]2[C:4](=[CH:3][C:2]([Cl:1])=[CH:7][CH:6]=2)[N:18]([C:19]2[CH:24]=[CH:23][CH:22]=[C:21]([N:25]3[C:26]([CH3:31])=[CH:27][CH:28]=[C:29]3[CH3:30])[N:20]=2)[C:43]=1[C:44]1[O:45][CH:46]=[CH:42][N:36]=1)[C:11]1[CH:12]=[CH:13][CH:14]=[CH:15][CH:16]=1 |f:1.2,5.6|. Procedure: A mixture of oxazole-2-carboxylic acid (147 mg) and DMF (2 drops) in DCM (1 mL) was treated with oxalyl chloride (127 μL). Gas evolution ceased after 2 h. CHCl3 (2 mL) was added, the volatiles removed in a vacuum oven (40° C., 200 mbar), and the residual oil dissolved in THF (2 mL) to form “solution A”. A mixture of 1-{4-chloro-2-[6-(2,5-dimethyl-pyrrol-1-yl)-pyridin-2-ylamino]-phenyl}-3-phenyl-propan-1-one (430 mg) in THF (2 mL) was treated with DMF (2 drops) and NaHMDS solution (2.5 mL, 1 M in... Reactants: N1C[C@@H](CC1)NC1=NC=CC=C1C=1N=C2C(=NC1)N(C=C2)COCC[Si](C)(C)C ((R)-pyrrolidin-3-yl-{3-[5-(2-trimethylsilanyl-ethoxymethyl)-5H-pyrrolo[2,3-b]pyrazin-2-yl]-pyridin-2-yl}-amine), C(C(C)C)(=O)Cl (isobutyryl chloride). Product: CC(C(=O)N1C[C@@H](CC1)NC1=NC=CC=C1C=1N=C2C(=NC1)N(C=C2)COCC[Si](C)(C)C)C (2-Methyl-1-((R)-3-{3-[5-(2-trimethylsilanyl-ethoxymethyl)-5H-pyrrolo[2,3-b]pyrazin-2-yl]-pyridin-2-ylamino}-pyrrolidin-1-yl)-propan-1-one). RXN SMILES: [NH:1]1[CH2:5][CH2:4][C@@H:3]([NH:6][C:7]2[C:12]([C:13]3[N:14]=[C:15]4[CH:21]=[CH:20][N:19]([CH2:22][O:23][CH2:24][CH2:25][Si:26]([CH3:29])([CH3:28])[CH3:27])[C:16]4=[N:17][CH:18]=3)=[CH:11][CH:10]=[CH:9][N:8]=2)[CH2:2]1.[C:30](Cl)(=[O:34])[CH:31]([CH3:33])[CH3:32]>>[CH3:32][CH:31]([CH3:33])[C:30]([N:1]1[CH2:5][CH2:4][C@@H:3]([NH:6][C:7]2[C:12]([C:13]3[N:14]=[C:15]4[CH:21]=[CH:20][N:19]([CH2:22][O:23][CH2:24][CH2:25][Si:26]([CH3:29])([CH3:28])[CH3:27])[C:16]4=[N:17][CH:18]=3)=[CH:11][CH:10]=[CH:9][N:8]=2)[CH2:2]1)=[O:34]. Procedure: 2-Methyl-1-((R)-3-{3-[5-(2-trimethylsilanyl-ethoxymethyl)-5H-pyrrolo[2,3-b]pyrazin-2-yl]-pyridin-2-ylamino}-pyrrolidin-1-yl)-propan-1-one was prepared from (R)-pyrrolidin-3-yl-{3-[5-(2-trimethylsilanyl-ethoxymethyl)-5H-pyrrolo[2,3-b]pyrazin-2-yl]-pyridin-2-yl}-amine and isobutyryl chloride, following the general synthetic procedures described in the above Examples. Starting materials: CC(N)=O, CC(=O)Nc1ccccc1-n1cc2c(c1-c1ccccc1)c(=O)n(C)c(=O)n2C, Cl. The product is Cn1c(=O)c2c(-c3ccccc3)n(-c3ccccc3N)cc2n(C)c1=O. As a reaction SMILES: [CH3:1][C:2](=[O:3])[NH2:4].[CH3:5][n:6]1[c:7](=[O:33])[n:8]([CH3:32])[c:9](=[O:31])[c:10]2[c:11]1[cH:12][n:13](-[c:21]1[c:22]([NH:27][C:28](=[O:29])[CH3:30])[cH:23][cH:24][cH:25][cH:26]1)[c:14]2-[c:15]1[cH:16][cH:17][cH:18][cH:19][cH:20]1.[ClH:34]>>[CH3:5][n:6]1[c:7](=[O:33])[n:8]([CH3:32])[c:9](=[O:31])[c:10]2[c:11]1[cH:12][n:13](-[c:21]1[c:22]([NH2:27])[cH:23][cH:24][cH:25][cH:26]1)[c:14]2-[c:15]1[cH:16][cH:17][cH:18][cH:19][cH:20]1. Reactants: C(C=C)NC1=NC=C(C(=N1)O)C(=O)OCC (2-Allylamino-5-ethoxycarbonyl-4-hydroxypyrimidine), [OH-].[Na+] (NaOH). The solvent is O (water). Yields the product C(C=C)NC1=NC=C(C(=N1)O)C(=O)O (2-Allylamino-4-hydroxypyrimidine-5-carboxylic acid). As a reaction SMILES: [CH2:1]([NH:4][C:5]1[N:10]=[C:9]([OH:11])[C:8]([C:12]([O:14]CC)=[O:13])=[CH:7][N:6]=1)[CH:2]=[CH2:3].[OH-].[Na+]>O>[CH2:1]([NH:4][C:5]1[N:10]=[C:9]([OH:11])[C:8]([C:12]([OH:14])=[O:13])=[CH:7][N:6]=1)[CH:2]=[CH2:3] |f:1.2|. Procedure details: 2-Allylamino-5-ethoxycarbonyl-4-hydroxypyrimidine (585 mg, 2.5 mmol) was hydrolysed in boiling water with NaOH (300 mg, 7.5 mmol) for 2 hours. Cooling and acidification to pH 2 yielded the title acid (321 mg, 66%). Procedure details: To a solution of 1-methyl xanthine (120, 1 g, 6.01 mmol) in DMF, potassium carbonate (0.91 g, 6.6 mmol) was added and the reaction mixture was heated to 90° C. and stirred for 1 h. A solution of ClCH2COOEt (0.36 g, 3.0 mmol) in DMF was then added dropwise to the reaction over 45 min. After stirring an additional 15 min, the reaction was cooled to room temperature and poured into ice cold 1N HCl (50 ml). The reaction was then extracted with chloroform (50×2 ml). The combined organic layers were w... Run at temperature 90 celsius, time 1 hour. Run in CN(C)C=O (DMF), CN(C)C=O (DMF). The yield is 79.3%. Product: C(C)OC(CN1C=NC=2NC(N(C(C12)=O)C)=O)=O ((1-Methyl-2,6-dioxo-1,2,3,6-tetrahydro-purin-7-yl)-acetic acid ethyl ester). RXN SMILES: [CH3:1][N:2]1[C:11](=[O:12])[C:10]2[NH:9][CH:8]=[N:7][C:6]=2[NH:5][C:3]1=[O:4].C(=O)([O-])[O-].[K+].[K+].Cl[CH2:20][C:21]([O:23][CH2:24][CH3:25])=[O:22]>CN(C=O)C>[CH2:24]([O:23][C:21](=[O:22])[CH2:20][N:9]1[C:10]2[C:11](=[O:12])[N:2]([CH3:1])[C:3](=[O:4])[NH:5][C:6]=2[N:7]=[CH:8]1)[CH3:25] |f:1.2.3|. The reactants are CN1C(=O)NC=2N=CNC2C1=O (1-methyl xanthine), C([O-])([O-])=O.[K+].[K+] (potassium carbonate), ClCC(=O)OCC (ClCH2COOEt), ice. Run in C(C)#N (acetonitrile), CN(C=O)C (dimethyl formamide). Yields the product CN(C=1C=CC(=C(C1)C(C)C(C1=CC=C(C(=O)O)C=C1)C(=O)N)N1CCCCC1)C (4-[(1-(5-Dimethylamino-2-piperidino-phenyl)-1-ethyl)-aminocarbonylmethyl]-benzoic acid). As a reaction SMILES: [C:1]([BH3-])#[N:2].[Na+].[C:5](O)(=O)C.N[C:10]1[CH:11]=[CH:12][C:13]([N:31]2[CH2:36][CH2:35][CH2:34][CH2:33][CH2:32]2)=[C:14]([CH:16]([CH:18]([C:28]([NH2:30])=[O:29])[C:19]2[CH:27]=[CH:26][C:22]([C:23]([OH:25])=[O:24])=[CH:21][CH:20]=2)[CH3:17])[CH:15]=1.C=O>C(#N)C.CN(C)C=O>[CH3:5][N:2]([CH3:1])[C:10]1[CH:11]=[CH:12][C:13]([N:31]2[CH2:36][CH2:35][CH2:34][CH2:33][CH2:32]2)=[C:14]([CH:16]([CH:18]([C:28]([NH2:30])=[O:29])[C:19]2[CH:27]=[CH:26][C:22]([C:23]([OH:25])=[O:24])=[CH:21][CH:20]=2)[CH3:17])[CH:15]=1 |f:0.1|. Procedure details: A tenth of a gram (1.589 m mol) of sodium cyanoborohydride and, after two minutes, 0.056 ml of glacial acetic acid were added at 20° C. to a stirred solution of 0.20 gm (0.5242 m mol) of 4-[(1-(5-amino-2-piperidino-phenyl)-ethyl)-aminocarbonylmethyl]-benzoic acid and 0.45 ml of 40% formalin in 2 ml of acetonitrile and 1 ml of absolute dimethyl formamide. After 1.5 hours the reaction mixture was evaporated in vacuo. The evaporation residue was dissolved in water by addition of hydrochloric acid a... Starting materials: C(#N)[BH3-].[Na+] (sodium cyanoborohydride), C(C)(=O)O (acetic acid), NC=1C=CC(=C(C1)C(C)C(C1=CC=C(C(=O)O)C=C1)C(=O)N)N1CCCCC1 (4-[(1-(5-amino-2-piperidino-phenyl)-ethyl)-aminocarbonylmethyl]-benzoic acid), C=O (formalin).